From a dataset of the Open Reaction Database (ORD), a public repository of structured organic reaction records. describe an organic reaction: reactants, conditions, products, and yield Reactants: CC(C(CCCCCCCC)Cl)=O (α-methyl-decanoyl-chloride), O (water), C[C@]12CC[C@H]3[C@H]([C@@H]1CC[C@@H]2O)CCC4=CC(=O)CC[C@]34C (testosterone). Solvent: CC(=O)C (acetone), N1=CC=CC=C1 (pyridine), ice water, N1=CC=CC=C1 (pyridine), CC(=O)C (acetone). Conditions: temperature -10 celsius, time 2 hour. Product: C[C@]12CC[C@H]3[C@H]([C@@H]1CC[C@@H]2O)CCC4=CC(=O)CC[C@]34C.CC(C([O-])=O)CCCCCCCC (testosterone α-methyl-caprate). Reaction SMILES: [CH3:1][C@@:2]12[C@@H:10]([OH:11])[CH2:9][CH2:8][C@H:7]1[C@@H:6]1[CH2:12][CH2:13][C:14]3[C@@:20]([CH3:21])([C@H:5]1[CH2:4][CH2:3]2)[CH2:19][CH2:18][C:16](=[O:17])[CH:15]=3.CC(=[O:34])C(Cl)CCCCCCCC.O>N1C=CC=CC=1.CC(C)=O>[CH3:1][C@@:2]12[C@@H:10]([OH:11])[CH2:9][CH2:8][C@H:7]1[C@@H:6]1[CH2:12][CH2:13][C:14]3[C@@:20]([CH3:21])([C@H:5]1[CH2:4][CH2:3]2)[CH2:19][CH2:18][C:16](=[O:17])[CH:15]=3.[CH3:1][CH:2]([CH2:3][CH2:4][CH2:5][CH2:20][CH2:19][CH2:18][CH2:16][CH3:15])[C:10](=[O:34])[O-:11] |f:5.6|. Procedure: To a solution of 2 g testosterone in a mixture of 8 ml pyridine and 8 ml acetone, cooled to -10° C., was added dropwise in a nitrogen atmosphere a solution of 4 ml α-methyl-decanoyl-chloride in 12 ml acetone. The mixture was stirred for 16 hours at 0° C., whereafter 4 ml pyridine and 8 ml water were added to the mixture. The mixture was stirred for 1 hour at 0° C. and 2 hours at 45° C. and then poured out in 200 ml ice-water. Extraction with diethylether neutralisation of the extracts, evaporati... The reactants are [C-]#[N+]c1ccc(C)cc1C, CNC=Nc1ccccn1, Cc1ccccc1. Yields the product Cc1ccc(N=CN(C)C=Nc2ccccn2)c(C)c1. As a reaction SMILES: [CH3:11][c:12]1[c:13]([N+:19]#[C-:20])[cH:14][cH:15][c:16]([CH3:18])[cH:17]1.[CH3:1][NH:2][CH:3]=[N:4][c:5]1[n:6][cH:7][cH:8][cH:9][cH:10]1.[CH3:21][c:22]1[cH:23][cH:24][cH:25][cH:26][cH:27]1>>[CH3:1][N:2]([CH:3]=[N:4][c:5]1[n:6][cH:7][cH:8][cH:9][cH:10]1)[CH:20]=[N:19][c:13]1[c:12]([CH3:11])[cH:17][c:16]([CH3:18])[cH:15][cH:14]1. Starting materials: CCCCCC (hexane), CCCCC (pentane), C(C)O.C(C)(C)O (iso-propanol ethanol), CS(=O)C (DMSO), solutions, C(C)O (ethanol), CCCCC (pentane). Product: CC1CCC(C=C2C1CCC2C)C(=C)C (γ-gurjunene). As a reaction SMILES: [CH3:1][CH2:2][CH2:3][CH2:4][CH3:5].[CH2:6](O)[CH3:7].[CH:9](O)([CH3:11])[CH3:10].CS(C)=O.[CH2:17](O)C.[CH3:20][CH2:21][CH2:22][CH2:23]CC>>[CH3:10][CH:9]1[CH:11]2[CH2:20][CH2:21][CH:22]([CH3:23])[C:5]2=[CH:4][CH:3]([C:6]([CH3:7])=[CH2:17])[CH2:2][CH2:1]1 |f:1.2|. Procedure: Before experiments as described in this example were started, it was tested which organic solvent could be best used to dissolve the substrate. Stock solutions of 10 mM γ-gurjunene were prepared in hexane, pentane, iso-propanol ethanol and DMSO, and 5 μL of these solutions was added to the incubation-mixture. On the basis of the results of Table III ethanol was chosen as solvent for the substrates in all experiments, instead of the commonly used pentane (e.g. Karp et al., 1990). Reactants: CN(C=O)C (N,N-dimethylformamide), FC(OC1=CC=C(C=C1)O)(F)F (4-trifluoromethoxy phenol), C([O-])([O-])=O.[K+].[K+] (potassium carbonate), BrCC1=C(C=C(C=C1)C1=NC(=NN1C)C1=C(C=CC=C1F)Cl)Cl (5-(4-bromomethyl-3-chlorophenyl)-3(2-chloro-6-fluorophenyl)-1-methyl-1H-1,2,4-triazole). The solvent is O (water). Yields the product ClC1=C(C(=CC=C1)F)C1=NN(C(=N1)C1=CC(=C(C=C1)COC1=CC=C(C=C1)OC(F)(F)F)Cl)C (3-(2-chloro-6-fluorophenyl)-5-[3-chloro-4(4-trifluoromethoxyphenoxymethyl)phenyl]-1-methyl-1H-1,2,4-triazole). The yield is 96.1%. Reaction SMILES: CN(C)C=O.[F:6][C:7]([F:17])([F:16])[O:8][C:9]1[CH:14]=[CH:13][C:12]([OH:15])=[CH:11][CH:10]=1.C(=O)([O-])[O-].[K+].[K+].Br[CH2:25][C:26]1[CH:31]=[CH:30][C:29]([C:32]2[N:36]([CH3:37])[N:35]=[C:34]([C:38]3[C:43]([F:44])=[CH:42][CH:41]=[CH:40][C:39]=3[Cl:45])[N:33]=2)=[CH:28][C:27]=1[Cl:46]>O>[Cl:45][C:39]1[CH:40]=[CH:41][CH:42]=[C:43]([F:44])[C:38]=1[C:34]1[N:33]=[C:32]([C:29]2[CH:30]=[CH:31][C:26]([CH2:25][O:15][C:12]3[CH:11]=[CH:10][C:9]([O:8][C:7]([F:16])([F:17])[F:6])=[CH:14][CH:13]=3)=[C:27]([Cl:46])[CH:28]=2)[N:36]([CH3:37])[N:35]=1 |f:2.3.4|. Procedure details: To 30 ml of N,N-dimethylformamide are added 4-trifluoromethoxy phenol (0.33 g) and potassium carbonate (0.25 g) and 5-(4-bromomethyl-3-chlorophenyl)-3(2-chloro-6-fluorophenyl)-1-methyl-1H-1,2,4-triazole (0.70 g) is added thereto at room temperature with stirring, which is stirred at 120° C. for 1 hour. On completion of the reaction, the reaction solution is cooled to room temperature, poured into water and extracted with toluene. The organic layer is washed with water, dried over anhydrous magne... Starting materials: COC(=O)C(C)OS(=O)(=O)c1ccc(C)cc1, O=S(=O)(c1ccccc1)c1ccc(-c2cc(F)ccc2O)cc1Cl. The product is COC(=O)C(C)Oc1ccc(F)cc1-c1ccc(S(=O)(=O)c2ccccc2)c(Cl)c1. RXN SMILES: [CH3:25][c:26]1[cH:27][cH:28][c:29]([S:30]([O:31][CH:36]([C:37](=[O:38])[O:39][CH3:40])[CH3:41])(=[O:32])=[O:33])[cH:34][cH:35]1.[Cl:1][c:2]1[cH:3][c:4](-[c:17]2[c:18]([OH:24])[cH:19][cH:20][c:21]([F:23])[cH:22]2)[cH:5][cH:6][c:7]1[S:8](=[O:9])(=[O:10])[c:11]1[cH:12][cH:13][cH:14][cH:15][cH:16]1>>[Cl:1][c:2]1[cH:3][c:4](-[c:17]2[c:18]([O:24][CH:36]([C:37](=[O:38])[O:39][CH3:40])[CH3:41])[cH:19][cH:20][c:21]([F:23])[cH:22]2)[cH:5][cH:6][c:7]1[S:8](=[O:9])(=[O:10])[c:11]1[cH:12][cH:13][cH:14][cH:15][cH:16]1. Starting materials: polymethylmethacrylate, C(C1=CC=CC=C1)O (benzyl alcohol), CCCCCCCCCCCCCCCCCCOC(=O)CCC1=CC(=C(C(=C1)C(C)(C)C)O)C(C)(C)C (Irganox 1076), CO (methanol). The reagents and catalysts are CC(C)[O-].CC(C)[O-].CC(C)[O-].CC(C)[O-].[Ti+4] (tetraisopropyl titanate). The solvent is C1CCCC2CCCCC12 (decalin). Yields the product C(C(=C)C)(=O)OCC.C(C(=C)C)(=O)OCC1=CC=CC=C1 (ethyl Methacrylate Benzyl Methacrylate). As a reaction SMILES: [CH2:1]([OH:8])[C:2]1[CH:7]=[CH:6][CH:5]=[CH:4][CH:3]=1.CCCCCCCCCCCCCCCC[CH2:25][CH2:26][O:27][C:28]([CH2:30][CH2:31]C1C=C(C(C)(C)C)[C:35]([OH:42])=[C:34]([C:43](C)(C)C)[CH:33]=1)=[O:29].CO>C1C2C(CCCC2)CCC1.CC([O-])C.CC([O-])C.CC([O-])C.CC([O-])C.[Ti+4]>[C:28]([O:27][CH2:26][CH3:25])(=[O:29])[C:30]([CH3:31])=[CH2:1].[C:35]([O:8][CH2:1][C:2]1[CH:7]=[CH:6][CH:5]=[CH:4][CH:3]=1)(=[O:42])[C:34]([CH3:43])=[CH2:33] |f:4.5.6.7.8,9.10|. Procedure details: 350 grams (3.5 mole) of polymethylmethacrylate (Plexiglass VO 44 from Rohm & Haas), 378 grams of benzyl alcohol (3.5 mole) and 0.54 gram (0.1 mole %) of an antioxidant Irganox 1076 were heated to 180° C. to dissolve them in 550 cc of decalin. 13.86 grams of tetraisopropyl titanate was added and the temperature was maintained at 180°-190° C. for 14 hours, and during this time 23 ml of distillate containing methanol was collected and the reaction was stopped. The polymer was precipitated in methan... The reactants are BrC1=C(C=CC=C1)C(CCCCCCCC)O (1-(0-bromophenyl)-1-nonanol), OC(CCCC(=O)OC)C#C (methyl 5-hydroxy-6-heptynoate), C(C)(C)NC(C)C (diisopropylamine). The reagents and catalysts are C=1C=CC(=CC1)[P](C=2C=CC=CC2)(C=3C=CC=CC3)[Pd]([P](C=4C=CC=CC4)(C=5C=CC=CC5)C=6C=CC=CC6)([P](C=7C=CC=CC7)(C=8C=CC=CC8)C=9C=CC=CC9)[P](C=1C=CC=CC1)(C=1C=CC=CC1)C=1C=CC=CC1 (Pd(PPh3)4). The product is OC(CCCCCCCC)C1=C(C=CC=C1)C#CC(CCCC(=O)OC)O (Methyl 7-[2-(1-hydroxynonyl)phenyl]-5-hydroxy-6-heptynoate). Isolated yield 129.2%. As a reaction SMILES: Br[C:2]1[CH:7]=[CH:6][CH:5]=[CH:4][C:3]=1[CH:8]([OH:17])[CH2:9][CH2:10][CH2:11][CH2:12][CH2:13][CH2:14][CH2:15][CH3:16].[OH:18][CH:19]([C:27]#[CH:28])[CH2:20][CH2:21][CH2:22][C:23]([O:25][CH3:26])=[O:24].C(NC(C)C)(C)C>C1C=CC([P]([Pd]([P](C2C=CC=CC=2)(C2C=CC=CC=2)C2C=CC=CC=2)([P](C2C=CC=CC=2)(C2C=CC=CC=2)C2C=CC=CC=2)[P](C2C=CC=CC=2)(C2C=CC=CC=2)C2C=CC=CC=2)(C2C=CC=CC=2)C2C=CC=CC=2)=CC=1>[OH:17][CH:8]([C:3]1[CH:4]=[CH:5][CH:6]=[CH:7][C:2]=1[C:28]#[C:27][CH:19]([OH:18])[CH2:20][CH2:21][CH2:22][C:23]([O:25][CH3:26])=[O:24])[CH2:9][CH2:10][CH2:11][CH2:12][CH2:13][CH2:14][CH2:15][CH3:16] |^1:39,41,60,79|. Procedure details: Into a heavy walled pyrex test tube was added 130 mg (0.43 mmol) of 1-(0-bromophenyl)-1-nonanol, 67 mg (0.43 mmol) of methyl 5-hydroxy-6-heptynoate prepared according to the procedure of Nicolaou et al., J.A.C.S., 106, 2748 (1984), 25 mg (0.02 mmol, 5 mole%) of Pd(PPh3)4, and 4 ml (93.0 mg) of diisopropylamine. The reaction was run and worked up according to the procedure of Example 11 to yield 208 mg of a yellow-brown oil. The oil was chromatographed on a silica gel column which was eluted with...